From a dataset of the Open Reaction Database (ORD), a public repository of structured organic reaction records. describe an organic reaction: reactants, conditions, products, and yield Solvent: C(C)(C)O (isopropanol). The product is ClC=1C=C(C=CC1OC)C=1N(CC(N1)(C(F)(F)F)O)C1=CC=C(C=C1)S(=O)(=O)C (2-(3-chloro-4-methoxyphenyl)-4-hydroxy-1-[4-(methylsulfonyl)phenyl]-4-trifluoromethyl-4,5-dihydro-1H-imidazole). Procedure details: To a mixture of 3-chloro-4-methoxy-N-[4-(methylsulfonyl)phenyl]benzenecarboximidamide (10 mmol) and sodium bicarbonate (20 mmol) in isopropanol (100 mL), 3-bromo-1,1,1-trifluoroacetone (20 mmol) is added. After heating the reaction mixture at 70°-75° C. for 20 hours, the solvent is removed. The residue is redissolved in methylene chloride and washed with water. The organic fractions are combined, dried over sodium sulfate, filtered and concentrated in vacuo. The crude mixture is chromatographed ... Reaction SMILES: [Cl:1][C:2]1[CH:3]=[C:4]([C:10](=[NH:22])[NH:11][C:12]2[CH:17]=[CH:16][C:15]([S:18]([CH3:21])(=[O:20])=[O:19])=[CH:14][CH:13]=2)[CH:5]=[CH:6][C:7]=1[O:8][CH3:9].C(=O)(O)[O-].[Na+].Br[CH2:29][C:30](=[O:35])[C:31]([F:34])([F:33])[F:32]>C(O)(C)C>[Cl:1][C:2]1[CH:3]=[C:4]([C:10]2[N:11]([C:12]3[CH:17]=[CH:16][C:15]([S:18]([CH3:21])(=[O:19])=[O:20])=[CH:14][CH:13]=3)[CH2:29][C:30]([OH:35])([C:31]([F:34])([F:33])[F:32])[N:22]=2)[CH:5]=[CH:6][C:7]=1[O:8][CH3:9] |f:1.2|. Starting materials: ClC=1C=C(C=CC1OC)C(NC1=CC=C(C=C1)S(=O)(=O)C)=N (3-chloro-4-methoxy-N-[4-(methylsulfonyl)phenyl]benzenecarboximidamide), C([O-])(O)=O.[Na+] (sodium bicarbonate), BrCC(C(F)(F)F)=O (3-bromo-1,1,1-trifluoroacetone). Starting materials: BrC=1C=C2C(=CC(OC2=CC1OC)(C)C)C1=CC=CC=C1 (6-bromo-7-methoxy-2,2-dimethyl-4-phenyl-2H-chromene), BrC=1C=C2C(=CC(OC2=CC1OC)(C)C)C1=CC=CC=C1 (6-bromo-7-methoxy-2,2-dimethyl-4-phenyl-2H-chromene), B(Br)(Br)Br (boron tribromide). Run in ClCCl (dichloromethane). Run at temperature 0 celsius, time 1 hour. Yields the product BrC=1C=C2C(=CC(OC2=CC1O)(C)C)C1=CC=CC=C1 (6-Bromo-2,2-dimethyl-4-phenyl-2H-chromen-7-ol). As a reaction SMILES: [Br:1][C:2]1[CH:3]=[C:4]2[C:9](=[CH:10][C:11]=1[O:12]C)[O:8][C:7]([CH3:15])([CH3:14])[CH:6]=[C:5]2[C:16]1[CH:21]=[CH:20][CH:19]=[CH:18][CH:17]=1.B(Br)(Br)Br>ClCCl>[Br:1][C:2]1[CH:3]=[C:4]2[C:9](=[CH:10][C:11]=1[OH:12])[O:8][C:7]([CH3:15])([CH3:14])[CH:6]=[C:5]2[C:16]1[CH:21]=[CH:20][CH:19]=[CH:18][CH:17]=1. Procedure details: To a solution of 6-bromo-7-methoxy-2,2-dimethyl-4-phenyl-2H-chromene (Compound 52, 992 mg, 3.22 mmol) in dichloromethane (20 mL) under argon at 0° C. was added boron tribromide (1M in dichloromethane, 3.8 mL, 3.8 mmol). The mixture was stirred at 0° C. for 1 h, then quenched with ice. The product was extracted with ethyl acetate. The organic layer was washed with water and brine, and dried over Na2SO4. The filtered solvent was concentrated in vacuo and purified by column chromatography (silica g... Starting materials: BrCc1ccccc1, O=C([O-])[O-], [K+], [K+], CN(C)C=O, O, COc1ccc([N+](=O)[O-])c(O)c1. Product: COc1ccc([N+](=O)[O-])c(OCc2ccccc2)c1. As a reaction SMILES: [Br:13][CH2:14][c:15]1[cH:16][cH:17][cH:18][cH:19][cH:20]1.[C:21](=[O:22])([O-:23])[O-:24].[K+:25].[K+:26].[O:28]=[CH:29][N:30]([CH3:31])[CH3:32].[OH2:27].[OH:1][c:2]1[c:3]([N+:10](=[O:11])[O-:12])[cH:4][cH:5][c:6]([O:8][CH3:9])[cH:7]1>>[O:1]([c:2]1[c:3]([N+:10](=[O:11])[O-:12])[cH:4][cH:5][c:6]([O:8][CH3:9])[cH:7]1)[CH2:14][c:15]1[cH:16][cH:17][cH:18][cH:19][cH:20]1. Reactants: [N+](=O)([O-])C=1C=CC(=NC1N)N1CCN(CC1)C(=O)OCC (5-Nitro-6-amino-2-(4-ethoxycarbonyl-1-piperazinyl)pyridine), FC1=CC=C(C(=O)O)C=C1 (4-fluorobenzoic acid). The reagents and catalysts are [Pd] (Pd/C). Solvent: CCO (EtOH), CCO (EtOH). Yields the product NC=1C=CC(=NC1N)N1CCN(CC1)C(=O)OCC (5,6Diamino-2-(4-ethoxycarbonyl-1-piperazinyl)pyridine). RXN SMILES: [N+:1]([C:4]1[CH:5]=[CH:6][C:7]([N:11]2[CH2:16][CH2:15][N:14]([C:17]([O:19][CH2:20][CH3:21])=[O:18])[CH2:13][CH2:12]2)=[N:8][C:9]=1[NH2:10])([O-])=O.FC1C=CC(C(O)=O)=CC=1>CCO.[Pd]>[NH2:1][C:4]1[CH:5]=[CH:6][C:7]([N:11]2[CH2:16][CH2:15][N:14]([C:17]([O:19][CH2:20][CH3:21])=[O:18])[CH2:13][CH2:12]2)=[N:8][C:9]=1[NH2:10]. Procedure: 5-Nitro-6-amino-2-(4-ethoxycarbonyl-1-piperazinyl)pyridine (4.5 g 15.2 mmol) in EtOH (200 ml) is hydrogenated at 1 atm over 10% Pd/C (1.5 g), filtered after hydrogen uptake was complete (2.5 h), combined with 4-fluorobenzoic acid (2.13 g 15.2 mmol) in EtOH (50 ml), evaporated to dryness and used without further purification in the following step. The reactants are C(=O)(C(F)(F)F)O (TFA), C(#N)C1=CC(=C(C=C1)C=1C=NN(C1O)C1=NC=C(C(=O)O)C=C1)C (6-(4-(4-cyano-2-methylphenyl)-5-hydroxy-1H-pyrazol-1-yl)nicotinic acid), CN1CCC(CC1)N (1-methylpiperidin-4-amine). The product is C(#N)C1=CC(=C(C=C1)C=1C=NN(C1O)C1=NC=C(C(=O)NC2CCN(CC2)C)C=C1)C (6-(4-(4-cyano-2-methylphenyl)-5-hydroxy-1H-pyrazol-1-yl)-N-(1-methylpiperidin-4-yl)nicotinamide). RXN SMILES: C(O)(C(F)(F)F)=O.[C:8]([C:10]1[CH:15]=[CH:14][C:13]([C:16]2[CH:17]=[N:18][N:19]([C:22]3[CH:30]=[CH:29][C:25]([C:26](O)=[O:27])=[CH:24][N:23]=3)[C:20]=2[OH:21])=[C:12]([CH3:31])[CH:11]=1)#[N:9].[CH3:32][N:33]1[CH2:38][CH2:37][CH:36]([NH2:39])[CH2:35][CH2:34]1>>[C:8]([C:10]1[CH:15]=[CH:14][C:13]([C:16]2[CH:17]=[N:18][N:19]([C:22]3[CH:30]=[CH:29][C:25]([C:26]([NH:39][CH:36]4[CH2:37][CH2:38][N:33]([CH3:32])[CH2:34][CH2:35]4)=[O:27])=[CH:24][N:23]=3)[C:20]=2[OH:21])=[C:12]([CH3:31])[CH:11]=1)#[N:9]. Procedure: The title compound, as a TFA salt, was prepared in a manner similar to Example 74 using 6-(4-(4-cyano-2-methylphenyl)-5-hydroxy-1H-pyrazol-1-yl)nicotinic acid and 1-methylpiperidin-4-amine. 1H NMR (400 MHz, DMSO-d6) δ ppm 1.71-1.85 (m, 2H) 1.92-2.14 (m, 2H) 2.38-2.47 (m, 3H) 2.70-2.89 (m, 3H) 3.06-3.18 (m, 2H) 3.24-3.40 (m, 1H) 3.49 (d, J=11.87 Hz, 1H) 3.98-4.24 (m, 1H) 7.67 (d, J=7.58 Hz, 1H) 7.71-7.87 (m, 2H) 8.21 (d, J=12.13 Hz, 1H) 8.35-8.59 (m, 2H) 8.72 (d, J=6.32 Hz, 1H) 8.88-8.98 (m, 1H) ... Starting materials: NC1=C(C(=CC=C1)NC(=S)NC1=C(C=C(C=C1)Cl)Cl)NCCC(=O)OCC (Ethyl N-[2-amino-6-({[(2,4-dichlorophenyl)amino]carbonothioyl}amino)phenyl]-beta-alaninate), Cl.C(C)N=C=NCCCN(C)C (1-ethyl-3-(3-dimethylaminopropyl)carbodiimide hydrochloride), resultant mixture. Solvent: C(C)(=O)OCC (ethyl acetate), O1CCCC1 (tetrahydrofuran). Yields the product NC1=CC=CC2=C1N(C(=N2)NC2=C(C=C(C=C2)Cl)Cl)CCC(=O)OCC (Ethyl 3-{7-amino-2-[(2,4-dichlorophenyl)amino]-1H-benzimidazol-1-yl}propanoate). The yield is 75.9%. As a reaction SMILES: [NH2:1][C:2]1[CH:7]=[CH:6][CH:5]=[C:4]([NH:8][C:9]([NH:11][C:12]2[CH:17]=[CH:16][C:15]([Cl:18])=[CH:14][C:13]=2[Cl:19])=S)[C:3]=1[NH:20][CH2:21][CH2:22][C:23]([O:25][CH2:26][CH3:27])=[O:24].Cl.C(N=C=NCCCN(C)C)C>O1CCCC1.C(OCC)(=O)C>[NH2:1][C:2]1[C:3]2[N:20]([CH2:21][CH2:22][C:23]([O:25][CH2:26][CH3:27])=[O:24])[C:9]([NH:11][C:12]3[CH:17]=[CH:16][C:15]([Cl:18])=[CH:14][C:13]=3[Cl:19])=[N:8][C:4]=2[CH:5]=[CH:6][CH:7]=1 |f:1.2|. Procedure: To a solution of ethyl N-[2-amino-6-({[(2,4-dichlorophenyl)amino]carbonothioyl}amino)phenyl]-beta-alaninate (Reference Example 26; 174 mg, 0.407 mmol) in tetrahydrofuran (4 mL) was added 1-ethyl-3-(3-dimethylaminopropyl)carbodiimide hydrochloride (234 mg, 1.22 mmol) at room temperature. The resultant mixture was stirred at 50° C. for 2 hr. The reaction mixture was diluted with ethyl acetate, washed with water and brine, dried over anhydrous sodium sulfate, filtered and concentrated in vacuo. The... Starting materials: NC1=CC=C(C(=N1)OC)C(CCC1CCN(CC1)C(=O)OC(C)(C)C)=O (tert-butyl 4-[3-(6-amino-2-methoxy-3-pyridinyl)-3-oxopropyl]-1-piperidinecarboxylate), NC1=C(C=C(C(=N1)OC)C(CCC1CCN(CC1)C(=O)OC(C)(C)C)=O)Cl (tert-butyl 4-{3-[6-amino-5-chloro-2-(methyloxy)-3-pyridinyl]-3-oxopropyl}-1-piperidinecarboxylate). The product is NC1=CC=C(C(=N1)OC)C(CCC1CCNCC1)=O (1-(6-Amino-2-methoxy-3-pyridinyl)-3-(4-piperidinyl)-1-propanone). As a reaction SMILES: [NH2:1][C:2]1[N:7]=[C:6]([O:8][CH3:9])[C:5]([C:10](=[O:26])[CH2:11][CH2:12][CH:13]2[CH2:18][CH2:17][N:16](C(OC(C)(C)C)=O)[CH2:15][CH2:14]2)=[CH:4][CH:3]=1.NC1N=C(OC)C(C(=O)CCC2CCN(C(OC(C)(C)C)=O)CC2)=CC=1Cl>>[NH2:1][C:2]1[N:7]=[C:6]([O:8][CH3:9])[C:5]([C:10](=[O:26])[CH2:11][CH2:12][CH:13]2[CH2:18][CH2:17][NH:16][CH2:15][CH2:14]2)=[CH:4][CH:3]=1. Procedure details: The title compound was prepared according to the procedure of step 5 in the example 9 using tert-butyl 4-[3-(6-amino-2-methoxy-3-pyridinyl)-3-oxopropyl]-1-piperidinecarboxylate (step 3 in example 9), instead of tert-butyl 4-{3-[6-amino-5-chloro-2-(methyloxy)-3-pyridinyl]-3-oxopropyl}-1-piperidinecarboxylate. Product: Cl.ClC=1C=CC2=C(C(=NO2)OCC(CCC)N(C)C)C1 (5-chloro-3-(2-dimethylaminopentyloxy)-1,2-benzoisoxazole hydrochloride). Procedure: To a solution of 0.5 g of 3-(2-aminopentyloxy)-5-chloro-1,2-benzoisoxazole in 5 ml of methanol is added 5 ml of 37% formalin, and then, 0.16 g of sodium cyanoborohydride is added with ice-cooling, and they are subjected to reaction at room temperature for 24 hours, after which 2N hydrochloric acid is added to adjust the pH to 1.5 and then stirring is effected for a further 30 minutes. Ethyl acetate is added to the reaction mixture, and the pH is adjusted to 9.5 with a 10% (w/w) aqueous sodium hy... Reactants: Cl (hydrochloric acid), [OH-].[Na+] (sodium hydroxide), NC(COC1=NOC2=C1C=C(C=C2)Cl)CCC (3-(2-aminopentyloxy)-5-chloro-1,2-benzoisoxazole), C=O (formalin), C(#N)[BH3-].[Na+] (sodium cyanoborohydride). Run in C(C)(=O)OCC (Ethyl acetate), CO (methanol). Reaction conditions: time 30 minute. Reaction SMILES: N[CH:2]([CH2:15][CH2:16][CH3:17])[CH2:3][O:4][C:5]1[C:9]2[CH:10]=[C:11]([Cl:14])[CH:12]=[CH:13][C:8]=2[O:7][N:6]=1.[CH2:18]=O.[C:20]([BH3-])#[N:21].[Na+].Cl.[OH-].[Na+]>CO.C(OCC)(=O)C>[ClH:14].[Cl:14][C:11]1[CH:12]=[CH:13][C:8]2[O:7][N:6]=[C:5]([O:4][CH2:3][CH:2]([N:21]([CH3:20])[CH3:18])[CH2:15][CH2:16][CH3:17])[C:9]=2[CH:10]=1 |f:2.3,5.6,9.10|. The reactants are O1CCOC12CCC(CC2)O (1,4-dioxaspiro[4.5]decan-8-ol), C(Br)(Br)(Br)Br (carbon tetrabromide), C1(=CC=CC=C1)P(C1=CC=CC=C1)C1=CC=CC=C1 (triphenylphosphine). Run in C(Cl)Cl (methylene chloride), C(Cl)Cl (methylene chloride). Run at time 18 hour. The product is BrC1CCC2(OCCO2)CC1 (8-bromo-1,4-dioxaspiro[4.5]decane). RXN SMILES: [O:1]1[C:5]2([CH2:10][CH2:9][CH:8](O)[CH2:7][CH2:6]2)[O:4][CH2:3][CH2:2]1.C(Br)(Br)(Br)[Br:13].C1(P(C2C=CC=CC=2)C2C=CC=CC=2)C=CC=CC=1>C(Cl)Cl>[Br:13][CH:8]1[CH2:9][CH2:10][C:5]2([O:4][CH2:3][CH2:2][O:1]2)[CH2:6][CH2:7]1. Reported procedure: A stirred solution of 17.4 grams (0.11 mole) of 1,4-dioxaspiro[4.5]decan-8-ol (prepared as in Step B of Example 8) and 46.2 grams (0.14 mole) of freshly recrystallized carbon tetrabromide in 100 mL of methylene chloride is cooled to about 0° C., and a solution of 32.3 grams (0.12 mole) of triphenylphosphine in 50 mL of methylene chloride is added dropwise. Upon completion of addition, the reaction mixture is allowed to warm to ambient temperature where it is stirred for about 18 hours. After thi... Reported procedure: To a solution of (2-{[6-(4-tert-butyl-cyclohexyloxy)-naphthalen-2-ylmethyl]-amino}-ethyl)-phosphonic acid diethyl ester (65.00 mg, 0.14 mmol) in acetonitrile (1 mL) was added bromotrimethylsilane (1 mL, 7.58 mmol). The reaction was then stirred at 50° C. overnight. After the solvent was concentrated, the residue was purified with HPLC (acetonitrile-water, 15-85%) to give white precipitate (33 mg, yield: 58). ESI-MS: 420.2 (M+H)+; 1H NMR (400 MHz, DMSO) δ=7.81-7.91 (m, 3H), 7.51 (dd, 1H), 7.41 (d... The product is C(C)(C)(C)[C@@H]1CC[C@H](CC1)OC=1C=C2C=CC(=CC2=CC1)CNCCP(O)(O)=O ((2-{[6-(trans-4-tert-Butyl-cyclohexyloxy)-naphthalen-2-ylmethyl]-amino}-ethyl)phosphonic acid). Run in C(C)#N (acetonitrile). Starting materials: C(C)OP(OCC)(=O)CCNCC1=CC2=CC=C(C=C2C=C1)OC1CCC(CC1)C(C)(C)C ((2-{[6-(4-tert-butyl-cyclohexyloxy)-naphthalen-2-ylmethyl]-amino}-ethyl)-phosphonic acid diethyl ester), Br[Si](C)(C)C (bromotrimethylsilane). Conditions: temperature 50 celsius, time 8 hour. Reaction SMILES: C([O:3][P:4]([CH2:9][CH2:10][NH:11][CH2:12][C:13]1[CH:22]=[CH:21][C:20]2[C:15](=[CH:16][CH:17]=[C:18]([O:23][CH:24]3[CH2:29][CH2:28][CH:27]([C:30]([CH3:33])([CH3:32])[CH3:31])[CH2:26][CH2:25]3)[CH:19]=2)[CH:14]=1)(=[O:8])[O:5]CC)C.Br[Si](C)(C)C>C(#N)C>[C:30]([C@H:27]1[CH2:26][CH2:25][C@H:24]([O:23][C:18]2[CH:19]=[C:20]3[C:15](=[CH:16][CH:17]=2)[CH:14]=[C:13]([CH2:12][NH:11][CH2:10][CH2:9][P:4](=[O:3])([OH:8])[OH:5])[CH:22]=[CH:21]3)[CH2:29][CH2:28]1)([CH3:33])([CH3:31])[CH3:32].